This data is from the Open Reaction Database (ORD), a public repository of structured organic reaction records. The task is: describe an organic reaction: reactants, conditions, products, and yield Starting materials: CC(C)(C)OC(=O)NC1CCCCN(Cc2cccc(I)c2)C1=O, CC(C)(C)[O-], Cc1ccccc1, Nc1ccccc1, [Na+], O. Yields the product CC(C)(C)OC(=O)NC1CCCCN(Cc2cccc(Nc3ccccc3)c2)C1=O. As a reaction SMILES: [C:1]([CH3:2])([CH3:3])([CH3:4])[O:5][C:6]([NH:7][CH:8]1[C:9](=[O:23])[N:10]([CH2:15][c:16]2[cH:17][c:18]([I:22])[cH:19][cH:20][cH:21]2)[CH2:11][CH2:12][CH2:13][CH2:14]1)=[O:24].[CH3:32][C:33]([CH3:34])([O-:35])[CH3:36].[CH3:38][c:39]1[cH:40][cH:41][cH:42][cH:43][cH:44]1.[NH2:25][c:26]1[cH:27][cH:28][cH:29][cH:30][cH:31]1.[Na+:37].[OH2:45]>>[C:1]([CH3:2])([CH3:3])([CH3:4])[O:5][C:6]([NH:7][CH:8]1[C:9](=[O:23])[N:10]([CH2:15][c:16]2[cH:17][c:18]([NH:25][c:26]3[cH:27][cH:28][cH:29][cH:30][cH:31]3)[cH:19][cH:20][cH:21]2)[CH2:11][CH2:12][CH2:13][CH2:14]1)=[O:24]. Reactants: [NH4+].[Cl-] (NH4Cl), C1(=CC=CC=C1)CC(=S)Cl (phenylthioacetyl chloride), secondary amine. Solvent: ClCCl (dichloromethane), ClCCl (dichloromethane), ClCCl (dichloromethane). Conditions: time 2 hour. The product is C1(=CC=CC=C1)CC(=S)N (α-phenylthioacetamide). RXN SMILES: [C:1]1([CH2:7][C:8](Cl)=[S:9])[CH:6]=[CH:5][CH:4]=[CH:3][CH:2]=1.[NH4+:11].[Cl-]>ClCCl>[C:1]1([CH2:7][C:8]([NH2:11])=[S:9])[CH:6]=[CH:5][CH:4]=[CH:3][CH:2]=1 |f:1.2|. Reported procedure: To a mixture of secondary amine I and TEA in anhydrous dichloromethane, are added dropwise a solution of phenylthioacetyl chloride (prepared from phenylthioacetic acid and thionyl chloride) in anhydrous dichloromethane at 0° C. The reaction mixture is warmed to room temperature, stirred for 2 hours, then sat'd NH4Cl solution and dichloromethane are added. The organic layer is washed with brine, dried over Na2SO4, and concentrated to afford α-phenylthioacetamide II, which is used for the next rea... Starting materials: ClS(=O)(=O)N=C=O (Chlorosulfonyl isocyanate), C(C)NC1=NC=CC=C1C(=O)C=1SC=CC1 (2-ethylamino-3-(2-thiophenecarbonyl)pyridine), O (water). Run in O1CCCC1 (tetrahydrofuran). Reaction conditions: time 30 minute. Yields the product C(C)N1C(N=C(C2=C1N=CC=C2)C=2SC=CC2)=O (1-ethyl-4-(2-thienyl)pyrido[2,3-d]pyrimidin-2(1H)-one). Isolated yield 54.7%. As a reaction SMILES: ClS([N:5]=[C:6]=[O:7])(=O)=O.[CH2:8]([NH:10][C:11]1[C:16]([C:17]([C:19]2[S:20][CH:21]=[CH:22][CH:23]=2)=O)=[CH:15][CH:14]=[CH:13][N:12]=1)[CH3:9].O>O1CCCC1>[CH2:8]([N:10]1[C:11]2[N:12]=[CH:13][CH:14]=[CH:15][C:16]=2[C:17]([C:19]2[S:20][CH:21]=[CH:22][CH:23]=2)=[N:5][C:6]1=[O:7])[CH3:9]. Reported procedure: Chlorosulfonyl isocyanate (0.5 ml, 5.6 mmol) was added to a solution of 2-ethylamino-3-(2-thiophenecarbonyl)pyridine (1.01 g, 4.35 mmol) in tetrahydrofuran (50 ml) under ice-cooling, followed by stirring for 30 minutes. The reaction solution was mixed with water and extracted with chloroform. The organic layer was washed with brine and dried over anhydrous sodium sulfate. After removing sodium sulfate by filtration, the resulting filtrate was concentrated under a reduced pressure and the resulti... Run in O1CCCC1 (tetrahydrofuran), O1CCCC1 (tetrahydrofuran). Yield: 62.0%. Procedure: A solution of ethyl 3-benzyloxycinnamate in tetrahydrofuran (300 ml) was added dropwise to a suspension of lithium aluminum hydride in tetrahydrofuran (300 ml) at 0° C. and then stirred for 2 hours. To the reaction mixture was added carefully water and the insoluble material was filtered off. The filtrate was concentrated. The residue was dissolved in ethyl acetate and washed with 1N-hydrochloric acid and water, dried (MgSO4), and concentrated under reduced pressure. The residue was subjected to... Reactants: O (water), C(C1=CC=CC=C1)OC=1C=C(C=CC(=O)OCC)C=CC1 (ethyl 3-benzyloxycinnamate), [H-].[Al+3].[Li+].[H-].[H-].[H-] (lithium aluminum hydride). Reaction conditions: time 2 hour. RXN SMILES: [CH2:1]([O:8][C:9]1[CH:10]=[C:11]([CH:19]=[CH:20][CH:21]=1)[CH:12]=[CH:13][C:14](OCC)=[O:15])[C:2]1[CH:7]=[CH:6][CH:5]=[CH:4][CH:3]=1.[H-].[Al+3].[Li+].[H-].[H-].[H-].O>O1CCCC1>[CH2:1]([O:8][C:9]1[CH:10]=[C:11]([CH2:12][CH2:13][CH2:14][OH:15])[CH:19]=[CH:20][CH:21]=1)[C:2]1[CH:3]=[CH:4][CH:5]=[CH:6][CH:7]=1 |f:1.2.3.4.5.6|. Product: C(C1=CC=CC=C1)OC=1C=C(C=CC1)CCCO (3-(3-benzyloxyphenyl)propanol). Reactants: CCO, CN(CC(O)CN=[N+]=[N-])c1ccccc1, [H][H]. Product: CN(CC(O)CN)c1ccccc1. As a reaction SMILES: [CH3:18][CH2:19][OH:20].[CH3:3][N:4]([c:5]1[cH:6][cH:7][cH:8][cH:9][cH:10]1)[CH2:11][CH:12]([CH2:13][N:14]=[N+:15]=[N-:16])[OH:17].[H:1][H:2]>>[CH3:3][N:4]([c:5]1[cH:6][cH:7][cH:8][cH:9][cH:10]1)[CH2:11][CH:12]([CH2:13][NH2:14])[OH:17]. The reactants are C(C(F)(Cl)Cl)(F)(F)F (CFC-114a), ClC(C(F)(F)F)(F)F (chloropentafluoroethane), [H][H] (hydrogen), C(C(F)(Cl)Cl)(F)(F)F (CFC-114a), C(C(F)(F)Cl)(F)(F)F (CFC-115), [H][H] (hydrogen). Conditions: time 93 hour. Yields the product C(C(F)(Cl)Cl)(F)(F)F.C(C(F)(F)Cl)(F)(F)F (CFC-114a CFC-115). RXN SMILES: [C:1]([F:8])([F:7])([F:6])[C:2]([Cl:5])([Cl:4])[F:3].[Cl:9][C:10]([F:16])([F:15])[C:11]([F:14])([F:13])[F:12].[H][H]>>[C:1]([F:8])([F:7])([F:6])[C:2]([Cl:5])([Cl:4])[F:3].[C:11]([F:14])([F:13])([F:12])[C:10]([Cl:9])([F:16])[F:15] |f:3.4|. Reported procedure: Mixtures of CFC-114a, chloropentafluoroethane (CFC-115) and hydrogen were fed to a reactor operated at several temperatures for 93 hours. For a 10.5 hour period at 650° C., at an average time in synthesis of 37 hours, with liquid feed rates of 6.1 mL/hr of CFC-114a and 0.7 mL/hr of CFC-115 and a hydrogen feed rate of 260 cc/min (1 atm. and room temperature basis); a molar ratio of (CFC-114a+CFC-115):H2 equal to 1:11 was provided, and the organic component of the reactor effluent contained an ave...